describe an organic reaction: reactants, conditions, products, and yield From a dataset of the Open Reaction Database (ORD), a public repository of structured organic reaction records. The reactants are COC(=O)c1ccc(CBr)cc1, O=C([O-])[O-], CCOC(C)=O, [K+], [K+], NC1CCC(O)CC1, CN(C)C=O, O. Product: COC(=O)c1ccc(CNC2CCC(O)CC2)cc1. As a reaction SMILES: [Br:1][CH2:2][c:3]1[cH:4][cH:5][c:6]([C:7](=[O:8])[O:9][CH3:10])[cH:11][cH:12]1.[C:21](=[O:22])([O-:23])[O-:24].[CH3:32][CH2:33][O:34][C:35](=[O:36])[CH3:37].[K+:25].[K+:26].[NH2:13][CH:14]1[CH2:15][CH2:16][CH:17]([OH:20])[CH2:18][CH2:19]1.[O:27]=[CH:28][N:29]([CH3:30])[CH3:31].[OH2:38]>>[CH2:2]([c:3]1[cH:4][cH:5][c:6]([C:7](=[O:8])[O:9][CH3:10])[cH:11][cH:12]1)[NH:13][CH:14]1[CH2:15][CH2:16][CH:17]([OH:20])[CH2:18][CH2:19]1.